From a dataset of the Open Reaction Database (ORD), a public repository of structured organic reaction records. describe an organic reaction: reactants, conditions, products, and yield Reactants: CCCC[N+](CCCC)(CCCC)CCCC.[F-] (TBAF), ClC1=NC=CC(=C1)OC=1C(=NC(=CC1)[N+](=O)[O-])C (3-((2-chloropyridin-4-yl)oxy)-2-methyl-6-nitropyridine), TEA, C[Si](C)(C)C#C (trimethylsilylacetylene). Reagents/catalysts: Cl[Pd]([P](C1=CC=CC=C1)(C2=CC=CC=C2)C3=CC=CC=C3)([P](C4=CC=CC=C4)(C5=CC=CC=C5)C6=CC=CC=C6)Cl (Pd(PPh3)2Cl2), [Cu]I (copper(I) iodide). Run in CCOC(=O)C (EtOAc), CN(C)C=O (DMF). Reaction conditions: temperature 50 celsius, time 16 hour. Product: C(#C)C1=NC=CC(=C1)OC=1C(=NC(=CC1)[N+](=O)[O-])C (3-((2-ethynylpyridin-4-yl)oxy)-2-methyl-6-nitropyridine). Isolated yield 10.6%. As a reaction SMILES: Cl[C:2]1[CH:7]=[C:6]([O:8][C:9]2[C:10]([CH3:18])=[N:11][C:12]([N+:15]([O-:17])=[O:16])=[CH:13][CH:14]=2)[CH:5]=[CH:4][N:3]=1.C[Si]([C:23]#[CH:24])(C)C.CCCC[N+](CCCC)(CCCC)CCCC.[F-]>CN(C=O)C.CCOC(C)=O.Cl[Pd](Cl)([P](C1C=CC=CC=1)(C1C=CC=CC=1)C1C=CC=CC=1)[P](C1C=CC=CC=1)(C1C=CC=CC=1)C1C=CC=CC=1.[Cu]I>[C:23]([C:2]1[CH:7]=[C:6]([O:8][C:9]2[C:10]([CH3:18])=[N:11][C:12]([N+:15]([O-:17])=[O:16])=[CH:13][CH:14]=2)[CH:5]=[CH:4][N:3]=1)#[CH:24] |f:2.3,^1:56,75|. Procedure: To a degassed solution of Example A4 (5.0 g, 18.8 mmol) in DMF (30 mL) was added TEA (7.87 mL, 56.5 mmol), Pd(PPh3)2Cl2 (0.661 g, 0.941 mmol), copper(I) iodide (0.179 g, 0.941 mmol), and trimethylsilylacetylene (7.9 mL, 56 mmol) and the mixture was stirred at 50° C. for 16 h. The mixture was diluted with EtOAc (60 mL) and filtered through diatomaceous earth, washing the pad with EtOAc (5×10 mL). The combined filtrates were concentrated to a volume of ˜20 mL, treated with a solution of TBAF (1M i... The reactants are OCc1cc2cc(Br)ccc2o1, CCCC[Sn](CCCC)(CCCC)c1cnccn1, Cc1ccccc1, c1ccc(P(c2ccccc2)(c2ccccc2)[Pd](P(c2ccccc2)(c2ccccc2)c2ccccc2)(P(c2ccccc2)(c2ccccc2)c2ccccc2)P(c2ccccc2)(c2ccccc2)c2ccccc2)cc1. Yields the product OCc1cc2cc(-c3cnccn3)ccc2o1. As a reaction SMILES: [Br:1][c:2]1[cH:3][cH:4][c:5]2[c:6]([cH:7][c:8]([CH2:10][OH:11])[o:9]2)[cH:12]1.[CH2:13]([Sn:14]([CH2:15][CH2:16][CH2:17][CH3:24])([c:18]1[n:19][cH:20][cH:21][n:22][cH:23]1)[CH2:25][CH2:26][CH2:27][CH3:28])[CH2:29][CH2:30][CH3:31].[CH3:32][c:33]1[cH:34][cH:35][cH:36][cH:37][cH:38]1.[cH:39]1[cH:40][cH:41][c:42]([P:43]([Pd:44]([P:45]([c:46]2[cH:47][cH:48][cH:49][cH:50][cH:51]2)([c:52]2[cH:53][cH:54][cH:55][cH:56][cH:57]2)[c:58]2[cH:59][cH:60][cH:61][cH:62][cH:63]2)([P:64]([c:65]2[cH:66][cH:67][cH:68][cH:69][cH:70]2)([c:71]2[cH:72][cH:73][cH:74][cH:75][cH:76]2)[c:77]2[cH:78][cH:79][cH:80][cH:81][cH:82]2)[P:83]([c:84]2[cH:85][cH:86][cH:87][cH:88][cH:89]2)([c:90]2[cH:91][cH:92][cH:93][cH:94][cH:95]2)[c:96]2[cH:97][cH:98][cH:99][cH:100][cH:101]2)([c:102]2[cH:103][cH:104][cH:105][cH:106][cH:107]2)[c:108]2[cH:109][cH:110][cH:111][cH:112][cH:113]2)[cH:114][cH:115]1>>[c:2]1(-[c:18]2[n:19][cH:20][cH:21][n:22][cH:23]2)[cH:3][cH:4][c:5]2[c:6]([cH:7][c:8]([CH2:10][OH:11])[o:9]2)[cH:12]1. Reactants: N1CCNCC1 (piperazine), [Cl-].[NH4+] (ammonium chloride), P(=O)(Cl)(Cl)Cl (phosphoryl chloride), ClC=1C=CC2=C(CN3C(C(N2)=O)=CC(=C3)SC)C1 (7-chloro-2-(methylsulfanyl)-5,10-dihydro-11H-pyrrolo[2,1-c][1,4]benzodiazepin-11-one), C([O-])([O-])=O.[Cs+].[Cs+] (cesium carbonate). Solvent: C(C)#N (acetonitrile), C(C)#N (acetonitrile), C(Cl)(Cl)Cl (chloroform). Run at temperature 45 celsius, time 2 hour. Yields the product ClC=1C=CC2=C(CN3C(C(=N2)N2CCNCC2)=CC(=C3)SC)C1 (7-chloro-2-(methylsulfanyl)-11-(piperazin-1-yl)-5H-pyrrolo[2,1-c][1,4]benzodiazepine). The yield is 60.7%. Reaction SMILES: P(Cl)(Cl)(Cl)=O.[Cl:6][C:7]1[CH:8]=[CH:9][C:10]2[NH:16][C:15](=O)[C:14]3=[CH:18][C:19]([S:21][CH3:22])=[CH:20][N:13]3[CH2:12][C:11]=2[CH:23]=1.C(=O)([O-])[O-].[Cs+].[Cs+].[NH:30]1[CH2:35][CH2:34][NH:33][CH2:32][CH2:31]1.[Cl-].[NH4+]>C(Cl)(Cl)Cl.C(#N)C>[Cl:6][C:7]1[CH:8]=[CH:9][C:10]2[N:16]=[C:15]([N:30]3[CH2:35][CH2:34][NH:33][CH2:32][CH2:31]3)[C:14]3=[CH:18][C:19]([S:21][CH3:22])=[CH:20][N:13]3[CH2:12][C:11]=2[CH:23]=1 |f:2.3.4,6.7|. Reported procedure: Add phosphoryl chloride (5 equiv; 2.21 mL, 3.64 g, 23.76 mmoles) to 7-chloro-2-(methylsulfanyl)-5,10-dihydro-11H-pyrrolo[2,1-c][1,4]benzodiazepin-11-one (1.38 g, 4.75 mmoles) in chloroform (20 mL) and heat and stir at 45° C. for 2 h. Raise the temperature of the reaction to 60° C. and stir for a further 2 h. Remove the chloroform in vacuo and dissolve the residue in DCM (100 mL) and wash with saturated sodium bicarbonate solution (100 mL). Filter the DCM layer through a phase separation frit and... Starting materials: Cl (Hydrochloric acid), COC1=CC=C(C=C1)CN1NC(C(=CC1=O)CCC(=O)OCCCC)=O (Butyl 3-(1-{[4-(methyloxy)phenyl]methyl}-3,6-dioxo-1,2,3,6-tetrahydro-4-pyridazinyl)propanoate), solution, [H-].[Al+3].[Li+].[H-].[H-].[H-] (lithium aluminium hydride). Solvent: C1CCOC1 (THF), C1CCOC1 (THF). Conditions: temperature -30 celsius, time 30 minute. The product is OCCCC=1C(NN(C(C1)=O)CC1=CC=C(C=C1)OC)=O (4-(3-Hydroxypropyl)-1-{[4-(methyloxy)phenyl]methyl}-1,2-dihydro-3,6-pyridazinedione). Isolated yield 69.8%. As a reaction SMILES: [CH3:1][O:2][C:3]1[CH:8]=[CH:7][C:6]([CH2:9][N:10]2[C:15](=[O:16])[CH:14]=[C:13]([CH2:17][CH2:18][C:19](OCCCC)=[O:20])[C:12](=[O:26])[NH:11]2)=[CH:5][CH:4]=1.[H-].[Al+3].[Li+].[H-].[H-].[H-].Cl>C1COCC1>[OH:20][CH2:19][CH2:18][CH2:17][C:13]1[C:12](=[O:26])[NH:11][N:10]([CH2:9][C:6]2[CH:5]=[CH:4][C:3]([O:2][CH3:1])=[CH:8][CH:7]=2)[C:15](=[O:16])[CH:14]=1 |f:1.2.3.4.5.6|. Procedure: Butyl 3-(1-{[4-(methyloxy)phenyl]methyl}-3,6-dioxo-1,2,3,6-tetrahydro-4-pyridazinyl)propanoate (0.43 g, 1.19 mmol) was dissolved in dry THF (20 ml). The solution under argon was cooled to −30° C., treated dropwise with a 1M solution of lithium aluminium hydride in THF (1.4 ml, 1.4 mmol), allowed to warm gradually to 0° C. and stirred in an ice bath for 30 minutes. 2M Hydrochloric acid was added until the pH was 3 and the mixture was partitioned between water and ethyl acetate. The aqueous was re...